Task: describe an organic reaction: reactants, conditions, products, and yield. Dataset: the Open Reaction Database (ORD), a public repository of structured organic reaction records Starting materials: CC(=O)N1C(=O)C(=C(O)c2ccc[nH]2)c2ccc(Cl)cc21, Cc1ccccc1, ClP(Cl)(Cl)(Cl)Cl, C1COCCO1. Product: CC(=O)N1C(=O)C(=C(Cl)c2ccc[nH]2)c2ccc(Cl)cc21. As a reaction SMILES: [C:1]([CH3:2])(=[O:3])[N:4]1[C:5](=[O:21])[C:6](=[C:14]([c:15]2[nH:16][cH:17][cH:18][cH:19]2)[OH:20])[c:7]2[cH:8][cH:9][c:10]([Cl:13])[cH:11][c:12]21.[CH3:34][c:35]1[cH:36][cH:37][cH:38][cH:39][cH:40]1.[Cl:22][P:23]([Cl:24])([Cl:25])([Cl:26])[Cl:27].[O:28]1[CH2:29][CH2:30][O:31][CH2:32][CH2:33]1>>[C:1]([CH3:2])(=[O:3])[N:4]1[C:5](=[O:21])[C:6](=[C:14]([c:15]2[nH:16][cH:17][cH:18][cH:19]2)[Cl:22])[c:7]2[cH:8][cH:9][c:10]([Cl:13])[cH:11][c:12]21. Starting materials: OB(O)c1ccc(Br)cc1, COCCOC, [K+], [K+], [K+], O=P([O-])([O-])[O-], Cc1ccc(S(=O)(=O)n2cc(I)c(OCc3ccccc3)n2)cc1. Product: Cc1ccc(S(=O)(=O)n2cc(-c3ccc(Br)cc3)c(OCc3ccccc3)n2)cc1. Reaction SMILES: [Br:25][c:26]1[cH:27][cH:28][c:29]([B:32]([OH:33])[OH:34])[cH:30][cH:31]1.[CH2:43]([CH2:44][O:45][CH3:46])[O:47][CH3:48].[K+:40].[K+:41].[K+:42].[P:35]([O-:36])([O-:37])([O-:38])=[O:39].[c:1]1([CH3:24])[cH:2][cH:3][c:4]([S:7](=[O:8])(=[O:9])[n:10]2[n:11][c:12]([O:16][CH2:17][c:18]3[cH:19][cH:20][cH:21][cH:22][cH:23]3)[c:13]([I:15])[cH:14]2)[cH:5][cH:6]1>>[c:1]1([CH3:24])[cH:2][cH:3][c:4]([S:7](=[O:8])(=[O:9])[n:10]2[n:11][c:12]([O:16][CH2:17][c:18]3[cH:19][cH:20][cH:21][cH:22][cH:23]3)[c:13](-[c:29]3[cH:28][cH:27][c:26]([Br:25])[cH:31][cH:30]3)[cH:14]2)[cH:5][cH:6]1. Reactants: NCCC1=NC(N=C1C)=S (4-(2-aminoethyl)-5-methylimidazole-2-thione), C(C)O (ethanol). The reagents and catalysts are [Ni] (Raney nickel). Yields the product CC1(CCN)C=NC=N1 (4-methylhistamine). Reaction SMILES: [NH2:1][CH2:2][CH2:3][C:4]1[C:8](C)=[N:7][C:6](=S)[N:5]=1.[CH2:11](O)C>[Ni]>[CH3:11][C:4]1([N:5]=[CH:6][N:7]=[CH:8]1)[CH2:3][CH2:2][NH2:1]. Procedure: Reaction of 4-(2-aminoethyl)-5-methylimidazole-2-thione with Raney nickel in ethanol yielded 4-methylhistamine. The reactants are C(C)(=O)Cl (Acetyl chloride), NC1=CC2=C(N(C=NS2(=O)=O)C2CC2)C=C1 (7-amino-4-cyclopropyl-4H-1,2,4-benzothiadiazine 1,1-dioxide). Solvent: O1CCOCC1 (dioxane). Conditions: time 16 hour. Yields the product C(C)(=O)NC1=CC2=C(N(CNS2(=O)=O)C2CC2)C=C1 (7-acetamido-4-cyclopropyl-3,4-dihydro-2H-1,2,4-benzothiadiazine 1,1-dioxide). Reaction SMILES: [C:1](Cl)(=[O:3])[CH3:2].[NH2:5][C:6]1[CH:20]=[CH:19][C:9]2[N:10]([CH:16]3[CH2:18][CH2:17]3)[CH:11]=[N:12][S:13](=[O:15])(=[O:14])[C:8]=2[CH:7]=1>O1CCOCC1>[C:1]([NH:5][C:6]1[CH:20]=[CH:19][C:9]2[N:10]([CH:16]3[CH2:17][CH2:18]3)[CH2:11][NH:12][S:13](=[O:15])(=[O:14])[C:8]=2[CH:7]=1)(=[O:3])[CH3:2]. Reported procedure: Acetyl chloride (0.5 mL) is added to a solution of 7-amino-4-cyclopropyl-4H-1,2,4-benzothiadiazine 1,1-dioxide (0.5 g), prepared in the Step above, in dioxane (20 mL) and stirring is carried out at ambient temperature for 16 hours. After removing the solvent by distillation under reduced pressure, the residue is taken up in water, and the precipitate, of 7-acetamido-4-cyclopropyl-4H-1,2,4-benzothiadiazine 1,1-dioxide, is collected by filtration, washed with water and dried. It is used directly i...